This data is from the Open Reaction Database (ORD), a public repository of structured organic reaction records. The task is: describe an organic reaction: reactants, conditions, products, and yield Reactants: C(C)OC(=O)C=1C(NC2=CC=NC=C2C1Cl)=O (4-chloro-2-oxo-1,2-dihydro-[1,6]-naphthyridine-3-carboxylic acid ethyl ester), ClC1=CC=NC=C1 (4-chloropyridine), formula 37, ClC1=CC=NC=C1 (4-chloro pyridine), C(C1=CN=CC=C1)(=O)O (nicotinic acid), [Li+].CC(C)[N-]C(C)C (LDA). The product is ClC1=C(C(=O)O)C=CC=N1 (chloronicotinic acid). As a reaction SMILES: C([O:3][C:4]([C:6]1[C:7](=O)[NH:8][C:9]2[C:14]([C:15]=1Cl)=CN=CC=2)=[O:5])C.[Cl:18]C1C=CN=CC=1.C(O)(=O)C1C=CC=NC=1.[Li+].CC([N-]C(C)C)C>>[Cl:18][C:7]1[N:8]=[CH:9][CH:14]=[CH:15][C:6]=1[C:4]([OH:3])=[O:5] |f:3.4|. Reported procedure: Alternatively, the intermediate 4-chloro-2-oxo-1,2-dihydro-[1,6]-naphthyridine-3-carboxylic acid ethyl ester, depicted by formula 37 in Scheme 15 can be prepared from 4-chloro pyridine or nicotinic acid as shown in Scheme 16. Ortholithiation of 4-chloropyridine by LDA followed by quenching with dry ice or lithiation of nicotinic acid followed by quenching with hexachloroethane can give chloronicotinic acid intermediate, depicted by formula 39 in Scheme 16. Amination of this intermediate can give... The reactants are C1CCOC1, CSc1ncnn2ccc(CN3CCC(O)CC3)c12, C[Si](C)(C)[N-][Si](C)(C)C, ClCCl, O=C(O)C(F)(F)F, Nc1ccc(O)c(F)c1, [Na+], O=C(OO)c1cccc(Cl)c1. Product: Nc1ccc(Oc2ncnn3ccc(CN4CCC(O)CC4)c23)c(F)c1. Reaction SMILES: [CH2:60]1[O:61][CH2:62][CH2:63][CH2:64]1.[CH3:1][S:2][c:3]1[n:4][cH:5][n:6][n:7]2[c:8]1[c:9]([CH2:12][N:13]1[CH2:14][CH2:15][CH:16]([OH:19])[CH2:17][CH2:18]1)[cH:10][cH:11]2.[CH3:48][Si:49]([N-:50][Si:51]([CH3:52])([CH3:53])[CH3:54])([CH3:55])[CH3:56].[Cl:57][CH2:58][Cl:59].[F:20][C:21]([F:22])([F:23])[C:24]([OH:25])=[O:26].[NH2:38][c:39]1[cH:40][c:41]([F:46])[c:42]([OH:45])[cH:43][cH:44]1.[Na+:47].[OH:27][O:28][C:29]([c:30]1[cH:31][c:32]([Cl:33])[cH:34][cH:35][cH:36]1)=[O:37]>>[c:3]1([O:45][c:42]2[c:41]([F:46])[cH:40][c:39]([NH2:38])[cH:44][cH:43]2)[n:4][cH:5][n:6][n:7]2[c:8]1[c:9]([CH2:12][N:13]1[CH2:14][CH2:15][CH:16]([OH:19])[CH2:17][CH2:18]1)[cH:10][cH:11]2.